From a dataset of the Open Reaction Database (ORD), a public repository of structured organic reaction records. describe an organic reaction: reactants, conditions, products, and yield Starting materials: N1N=C(N=C1N)N (1H-1,2,4-triazole-3,5-diamine), O=C(CC(=O)OC)C (methyl 3-oxobutanoate), ClC1=C(C=O)C=CC(=C1)Cl (2,4-dichlorobenzaldehyde), N1CCCCC1 (piperidine). Run in C1CCOC1 (THF), CCCCCCC (heptane). Conditions: temperature 70 celsius. Yields the product NC1=NN2C(NC(=C(C2C2=C(C=C(C=C2)Cl)Cl)C(=O)OC)C)=N1 (methyl 2-amino-7-(2,4-dichlorophenyl)-5-methyl-4,7-dihydro-[1,2,4]-triazolo[1,5-a]pyrimidine-6-carboxylate). As a reaction SMILES: [NH:1]1[C:5]([NH2:6])=[N:4][C:3]([NH2:7])=[N:2]1.O=[C:9]([CH3:15])[CH2:10][C:11]([O:13][CH3:14])=[O:12].[Cl:16][C:17]1[CH:24]=[C:23]([Cl:25])[CH:22]=[CH:21][C:18]=1[CH:19]=O.N1CCCCC1>C1COCC1.CCCCCCC>[NH2:6][C:5]1[N:4]=[C:3]2[NH:7][C:9]([CH3:15])=[C:10]([C:11]([O:13][CH3:14])=[O:12])[CH:19]([C:18]3[CH:21]=[CH:22][C:23]([Cl:25])=[CH:24][C:17]=3[Cl:16])[N:2]2[N:1]=1. Reported procedure: To a stirred solution of 1H-1,2,4-triazole-3,5-diamine (1.0 g, 10.1 mmol), methyl 3-oxobutanoate (1.17 g, 10.1 mmol), and 2,4-dichlorobenzaldehyde (1.35 g, 10.1 mmol) in THF (30 mL) and heptane (8 mL) was added piperidine (30 mg, 0.3 mmol) and the reaction was heated to 70° C. for 2 days. The reaction was concentrated to afford crude methyl 2-amino-7-(2,4-dichlorophenyl)-5-methyl-4,7-dihydro-[1,2,4]-triazolo[1,5-a]pyrimidine-6-carboxylate as a light yellow solid. Reactants: O=CC1=C(Br)CCCC1, [Li]CCCC, CC1=C(C[P+](c2ccccc2)(c2ccccc2)c2ccccc2)C(C)(C)CCC1, CCCCCC, [Cl-], C1CCOC1. Product: CC1=C(C=CC2=C(Br)CCCC2)C(C)(C)CCC1. Reaction SMILES: [Br:36][C:37]1=[C:38]([CH:43]=[O:44])[CH2:39][CH2:40][CH2:41][CH2:42]1.[CH2:31]([Li:32])[CH2:33][CH2:34][CH3:35].[CH3:2][C:3]1=[C:4]([CH2:11][P+:12]([c:13]2[cH:14][cH:15][cH:16][cH:17][cH:18]2)([c:19]2[cH:20][cH:21][cH:22][cH:23][cH:24]2)[c:25]2[cH:26][cH:27][cH:28][cH:29][cH:30]2)[C:5]([CH3:9])([CH3:10])[CH2:6][CH2:7][CH2:8]1.[CH3:45][CH2:46][CH2:47][CH2:48][CH2:49][CH3:50].[Cl-:1].[O:51]1[CH2:52][CH2:53][CH2:54][CH2:55]1>>[CH3:2][C:3]1=[C:4]([CH:11]=[CH:43][C:38]2=[C:37]([Br:36])[CH2:42][CH2:41][CH2:40][CH2:39]2)[C:5]([CH3:9])([CH3:10])[CH2:6][CH2:7][CH2:8]1. Reactants: BrC1=C2C=CC(=NC2=C(C=C1F)[N+](=O)[O-])C (5-Bromo-6-fluoro-8-nitroquinaldine), N1CCOCC1 (morpholine). Run in CN(C)C=O (DMF). Reaction conditions: temperature 70 celsius, time 6.5 hour. Yields the product O1CCN(CC1)C1=C2C=CC(=NC2=C(C=C1F)[N+](=O)[O-])C (5-morpholino-6-fluoro-8-nitroquinaldine). The yield is 35.9%. RXN SMILES: Br[C:2]1[C:11]([F:12])=[CH:10][C:9]([N+:13]([O-:15])=[O:14])=[C:8]2[C:3]=1[CH:4]=[CH:5][C:6]([CH3:16])=[N:7]2.[NH:17]1[CH2:22][CH2:21][O:20][CH2:19][CH2:18]1>CN(C=O)C>[O:20]1[CH2:21][CH2:22][N:17]([C:2]2[C:11]([F:12])=[CH:10][C:9]([N+:13]([O-:15])=[O:14])=[C:8]3[C:3]=2[CH:4]=[CH:5][C:6]([CH3:16])=[N:7]3)[CH2:18][CH2:19]1. Procedure: 5-Bromo-6-fluoro-8-nitroquinaldine (9.0 g) and morpholine (13.7 g) were dissolved in 90 ml of DMF and the solution was stirred at an internal temperature of 70° C. for 6.5 hours. Excessive morpholine and DMF were distilled off under reduced pressure and n-hexane was added to the residue followed by sufficient stirring. Then, isopropanol was added to the solution to precipitate solids which then was collected by filtration. The solids were dissolved in water and the aqueous solution was rendered ... Solvent: CO (MeOH). Procedure: 5-[6-(4-Morpholin-4-yl-phenyl)-4-(2-trimethylsilanyl-ethoxymethyl)-4,7-dihydro-1-thia-4,5-diaza-cyclopenta[a]pentalen-2-yl]-pyridin-2-ylamine (0.44 g, 0.8 mmol) was dissolved in MeOH and treated with concentrated HCl (0.25 mL, 8 mmol). The reaction mixture was heated at 100° C. for 4 hr. The solution was cooled to room temperature and the resultant precipitate was filtered, washed with MeOH and concentrated under reduced pressure to provide the corresponding 5-[6-(4-Morpholin-4-yl-phenyl)-4,7-di... Reaction SMILES: [N:1]1([C:7]2[CH:12]=[CH:11][C:10]([C:13]3[C:17]4[CH2:18][C:19]5[S:20][C:21]([C:24]6[CH:25]=[CH:26][C:27]([NH2:30])=[N:28][CH:29]=6)=[CH:22][C:23]=5[C:16]=4[N:15](COCC[Si](C)(C)C)[N:14]=3)=[CH:9][CH:8]=2)[CH2:6][CH2:5][O:4][CH2:3][CH2:2]1.[ClH:39]>CO>[ClH:39].[N:1]1([C:7]2[CH:8]=[CH:9][C:10]([C:13]3[C:17]4[CH2:18][C:19]5[S:20][C:21]([C:24]6[CH:25]=[CH:26][C:27]([NH2:30])=[N:28][CH:29]=6)=[CH:22][C:23]=5[C:16]=4[NH:15][N:14]=3)=[CH:11][CH:12]=2)[CH2:2][CH2:3][O:4][CH2:5][CH2:6]1 |f:3.4|. Yield: 61.2%. Run at temperature 100 celsius. Reactants: N1(CCOCC1)C1=CC=C(C=C1)C1=NN(C2=C1CC=1SC(=CC21)C=2C=CC(=NC2)N)COCC[Si](C)(C)C (5-[6-(4-Morpholin-4-yl-phenyl)-4-(2-trimethylsilanyl-ethoxymethyl)-4,7-dihydro-1-thia-4,5-diaza-cyclopenta[a]pentalen-2-yl]-pyridin-2-ylamine), Cl (HCl). Yields the product Cl.N1(CCOCC1)C1=CC=C(C=C1)C1=NNC2=C1CC=1SC(=CC21)C=2C=CC(=NC2)N (5-[6-(4-Morpholin-4-yl-phenyl)-4,7-dihydro-1-thia-4,5-diaza-cyclopenta[a]pentalen-2-yl]-pyridin-2-ylamine hydrochloride). The reactants are O=C(OC(C)(C)C)N1C=CC=2C=CC=NC21. The reagents and catalysts are O1B(OC(C)(C)C1(C)C)B2OC(C)(C)C(O2)(C)C, N=1C=C(C(=C2C=CC3=C(N=CC(=C3C)C)C12)C)C, C[OH2+].C[OH2+].C1CC=CCCC=C1.C1CC=CCCC=C1.[Ir].[Ir]. Solvent: O1CCCC1. Reaction conditions: temperature 25 celsius, time 22 hour. The product is O=C(OC(C)(C)C)N1C=C(B2OC(C)(C)C(O2)(C)C)C=3C=CC=NC31. Yield: 70.0%.